From a dataset of the Open Reaction Database (ORD), a public repository of structured organic reaction records. describe an organic reaction: reactants, conditions, products, and yield Starting materials: C1(=CC=CC=C1)CC1=C(C2=CC=CC=C2C=C1)O (2-phenylmethyl-1-naphthol), CI (methyl iodide), C([O-])([O-])=O.[K+].[K+] (potassium carbonate). The solvent is CC(=O)C (acetone). Run at time 17 hour. Yields the product C1(=CC=CC=C1)CC1=C(C2=CC=CC=C2C=C1)OC (2-(Phenylmethyl)-1-methoxynaphthalene). The yield is 98.3%. Reaction SMILES: [C:1]1([CH2:7][C:8]2[CH:17]=[CH:16][C:15]3[C:10](=[CH:11][CH:12]=[CH:13][CH:14]=3)[C:9]=2[OH:18])[CH:6]=[CH:5][CH:4]=[CH:3][CH:2]=1.CI.[C:21](=O)([O-])[O-].[K+].[K+]>CC(C)=O>[C:1]1([CH2:7][C:8]2[CH:17]=[CH:16][C:15]3[C:10](=[CH:11][CH:12]=[CH:13][CH:14]=3)[C:9]=2[O:18][CH3:21])[CH:2]=[CH:3][CH:4]=[CH:5][CH:6]=1 |f:2.3.4|. Procedure: A mixture of 2-phenylmethyl-1-naphthol (40.0 g, 0.17 mole), methyl iodide (36.4 g, 0.26 mole), potassium carbonate (35.9 g, 0.26 mole) and acetone (1000 mL) was heated at reflux With stirring for 17 hours, then cooled and filtered. The acetone was removed under vacuum, and the residue was dissolved in ethyl acetate, washed with water and brine dried over magnesium sulfate and concentrated. The residual oil was distilled in a short-path distillation apparatus at approximately 160°-180°/0.2 torr t... Reaction SMILES: [CH3:15][CH2:16][OH:17].[Cl:7][CH2:8][C:9](=[O:10])[O:11][CH2:12][CH3:13].[Na+:5].[Na+:6].[OH2:14].[S:1](=[O:2])([O-:3])[O-:4]>>[S:1](=[O:2])(=[O:3])([OH:4])[CH2:8][C:9](=[O:10])[O:11][CH2:12][CH3:13]. Starting materials: CCO, CCOC(=O)CCl, [Na+], [Na+], O, O=S([O-])[O-]. Yields the product CCOC(=O)CS(=O)(=O)O.